This data is from the Open Reaction Database (ORD), a public repository of structured organic reaction records. The task is: describe an organic reaction: reactants, conditions, products, and yield The reactants are C(C1=CC=CC=C1)S (Benzylmercaptan), C[O-].[Na+] (sodium methoxide), ClC=1C(=C(N(N1)C)C)[N+](=O)[O-] (5-chloro-2,3-dimethyl-4-nitropyrazole). Solvent: CN(C)C=O (DMF). Conditions: time 3 hour. The product is C(C1=CC=CC=C1)SC1=C(C(=NN1C)C)[N+](=O)[O-] (5-benzylthio-1,3-dimethyl-4-nitropyrazole). Isolated yield 84.3%. As a reaction SMILES: [CH2:1]([SH:8])[C:2]1[CH:7]=[CH:6][CH:5]=[CH:4][CH:3]=1.[CH3:9][O-].[Na+].Cl[C:13]1[C:14]([N+:20]([O-:22])=[O:21])=[C:15]([CH3:19])[N:16](C)[N:17]=1>CN(C=O)C>[CH2:1]([S:8][C:13]1[N:17]([CH3:9])[N:16]=[C:15]([CH3:19])[C:14]=1[N+:20]([O-:22])=[O:21])[C:2]1[CH:7]=[CH:6][CH:5]=[CH:4][CH:3]=1 |f:1.2|. Procedure details: Benzylmercaptan (50.8 g) (0.41 mol) was added to 21 g of sodium methoxide in 480 ml of DMF under ice-cooling and then 65.2 g (0.37 ml) of 5-chloro-2,3-dimethyl-4-nitropyrazole was added. After stirring at room temperature for 3 hr., DMF was evaporated under reduced pressure, and the residue was diluted with ice-water. The precipitated solids were filtered, washed with water and further with n-hexane and dried to give 82.4 g of the title compound. m.p. 82 -83° C.